The task is: describe an organic reaction: reactants, conditions, products, and yield. This data is from the Open Reaction Database (ORD), a public repository of structured organic reaction records. The reactants are O=C([O-])O, C1CCOC1, Cc1cccc(C)n1, CCOC(C)=O, ClC(Cl)Cl, O=C1Nc2ccc(Cl)cc2C(CO)(C(F)(F)F)O1, O=S(=O)(OS(=O)(=O)C(F)(F)F)C(F)(F)F, [N-]=[N+]=[N-], [Na+], [Na+], O. Yields the product [N-]=[N+]=NCC1(C(F)(F)F)OC(=O)Nc2ccc(Cl)cc21. Reaction SMILES: [C:42](=[O:43])([O-:44])[OH:45].[CH2:55]1[O:56][CH2:57][CH2:58][CH2:59]1.[CH3:19][c:20]1[n:21][c:22]([CH3:23])[cH:24][cH:25][cH:26]1.[CH3:60][CH2:61][O:62][C:63](=[O:64])[CH3:65].[CH:51]([Cl:52])([Cl:53])[Cl:54].[Cl:1][c:2]1[cH:3][cH:4][c:5]2[c:6]([cH:18]1)[C:7]([C:12]([F:13])([F:14])[F:15])([CH2:16][OH:17])[O:8][C:9](=[O:11])[NH:10]2.[F:27][C:28]([S:29]([O:30][S:31]([C:32]([F:33])([F:34])[F:35])(=[O:36])=[O:37])(=[O:38])=[O:39])([F:40])[F:41].[N-:48]=[N+:49]=[N-:50].[Na+:46].[Na+:47].[OH2:66]>>[Cl:1][c:2]1[cH:3][cH:4][c:5]2[c:6]([cH:18]1)[C:7]([C:12]([F:13])([F:14])[F:15])([CH2:16][N:48]=[N+:49]=[N-:50])[O:8][C:9](=[O:11])[NH:10]2.